describe an organic reaction: reactants, conditions, products, and yield From a dataset of the Open Reaction Database (ORD), a public repository of structured organic reaction records. Starting materials: Grignard reactant, ClC1=CC=C(C(=O)C2=CC=C(C=C2)OCCCN(CC)CC)C=C1 (4-chloro-4'-[3-(diethylamino)-propoxy]-benzophenone), [Mg] (magnesium), C(C)Br (ethyl bromide), [Cl-].[NH4+] (ammonium chloride). The solvent is CCOCC (ether), CCOCC (ether), ice water. Run at temperature -30 celsius. Product: ClC1=CC=C(C(C2=CC=C(C=C2)OCCCN(CC)CC)(O)CC)C=C1 (4-Chloro-4'-[3-(diethylamino)-propoxy]-α-ethyl-benzhydrol). RXN SMILES: [Mg].[CH2:2](Br)[CH3:3].[Cl:5][C:6]1[CH:28]=[CH:27][C:9]([C:10]([C:12]2[CH:17]=[CH:16][C:15]([O:18][CH2:19][CH2:20][CH2:21][N:22]([CH2:25][CH3:26])[CH2:23][CH3:24])=[CH:14][CH:13]=2)=[O:11])=[CH:8][CH:7]=1.[Cl-].[NH4+]>CCOCC>[Cl:5][C:6]1[CH:28]=[CH:27][C:9]([C:10]([CH2:2][CH3:3])([OH:11])[C:12]2[CH:17]=[CH:16][C:15]([O:18][CH2:19][CH2:20][CH2:21][N:22]([CH2:25][CH3:26])[CH2:23][CH3:24])=[CH:14][CH:13]=2)=[CH:8][CH:7]=1 |f:3.4|. Procedure details: To a Grignard reactant prepared from 7.2 g. of magnesium turnings and 32.6 g. of ethyl bromide in 120 ml. of dry ether a solution of 25.6 g. of 4-chloro-4'-[3-(diethylamino)-propoxy]-benzophenone in 300 ml. of dry ether is added dropwise, with stirring at -30° C. The reaction mixture is refluxed for 30 minutes. After cooling, it is poured onto a solution of ammonium chloride in ice water. The aqueous phase is extracted with ether, the ethereal phase is washed to neutral with water, dried over an... The reactants are CC(N)c1ccccc1, CN1CCCC1=O, O=[N+]([O-])c1cccc2nc(Cl)sc12, O. Product: CC(Nc1nc2cccc([N+](=O)[O-])c2s1)c1ccccc1. Reaction SMILES: [CH3:14][CH:15]([c:16]1[cH:17][cH:18][cH:19][cH:20][cH:21]1)[NH2:22].[CH3:23][N:24]1[CH2:25][CH2:26][CH2:27][C:28]1=[O:29].[Cl:1][c:2]1[s:3][c:4]2[c:5]([n:6]1)[cH:7][cH:8][cH:9][c:10]2[N+:11](=[O:12])[O-:13].[OH2:30]>>[c:2]1([NH:22][CH:15]([CH3:14])[c:16]2[cH:17][cH:18][cH:19][cH:20][cH:21]2)[s:3][c:4]2[c:5]([n:6]1)[cH:7][cH:8][cH:9][c:10]2[N+:11](=[O:12])[O-:13]. The reactants are C1CCC2=NCCCN2CC1, CN1CCCC1=O, Cc1ccc(CN)cc1Cl, N#Cc1ccc2c(Cl)nnc(Cl)c2c1. The product is Cc1ccc(CNc2nnc(Cl)c3ccc(C#N)cc23)cc1Cl. Reaction SMILES: [CH2:25]1[CH2:26][CH2:27][C:28]2=[N:33][CH2:32][CH2:31][CH2:30][N:29]2[CH2:34][CH2:35]1.[CH3:36][N:37]1[CH2:38][CH2:39][CH2:40][C:41]1=[O:42].[Cl:15][c:16]1[cH:17][c:18]([CH2:19][NH2:20])[cH:21][cH:22][c:23]1[CH3:24].[Cl:1][c:2]1[n:3][n:4][c:5]([Cl:14])[c:6]2[cH:7][c:8]([C:12]#[N:13])[cH:9][cH:10][c:11]12>>[Cl:1][c:2]1[n:3][n:4][c:5]([NH:20][CH2:19][c:18]2[cH:17][c:16]([Cl:15])[c:23]([CH3:24])[cH:22][cH:21]2)[c:6]2[cH:7][c:8]([C:12]#[N:13])[cH:9][cH:10][c:11]12. The product is O=C(N1CCc2ccc(Cl)c(-c3ccccc3O)c2CC1)C(F)(F)F. Reaction SMILES: [B:1]([Br:2])([Br:3])[Br:4].[Cl:31][CH2:32][Cl:33].[Cl:5][c:6]1[c:7](-[c:23]2[c:24]([O:29][CH3:30])[cH:25][cH:26][cH:27][cH:28]2)[c:8]2[c:9]([cH:21][cH:22]1)[CH2:10][CH2:11][N:12]([C:15]([C:16]([F:17])([F:18])[F:19])=[O:20])[CH2:13][CH2:14]2>>[Cl:5][c:6]1[c:7](-[c:23]2[c:24]([OH:29])[cH:25][cH:26][cH:27][cH:28]2)[c:8]2[c:9]([cH:21][cH:22]1)[CH2:10][CH2:11][N:12]([C:15]([C:16]([F:17])([F:18])[F:19])=[O:20])[CH2:13][CH2:14]2. Reactants: BrB(Br)Br, ClCCl, COc1ccccc1-c1c(Cl)ccc2c1CCN(C(=O)C(F)(F)F)CC2. The reactants are CCOC(=O)c1csc(C2CCN(C(=O)Cn3nc(C(F)(F)F)cc3C)CC2)n1, C1CCOC1, Cl, [Na+], [OH-]. Yields the product Cc1cc(C(F)(F)F)nn1CC(=O)N1CCC(c2nc(C(=O)O)cs2)CC1. RXN SMILES: [CH2:1]([CH3:2])[O:3][C:4](=[O:5])[c:6]1[n:7][c:8]([CH:11]2[CH2:12][CH2:13][N:14]([C:17]([CH2:18][n:19]3[n:20][c:21]([C:25]([F:26])([F:27])[F:28])[cH:22][c:23]3[CH3:24])=[O:29])[CH2:15][CH2:16]2)[s:9][cH:10]1.[CH2:33]1[O:34][CH2:35][CH2:36][CH2:37]1.[ClH:32].[Na+:31].[OH-:30]>>[O:3]=[C:4]([OH:5])[c:6]1[n:7][c:8]([CH:11]2[CH2:12][CH2:13][N:14]([C:17]([CH2:18][n:19]3[n:20][c:21]([C:25]([F:26])([F:27])[F:28])[cH:22][c:23]3[CH3:24])=[O:29])[CH2:15][CH2:16]2)[s:9][cH:10]1. Starting materials: NC1=C(C=C(C(=O)NC)C=C1C)C (4-Amino-3,5,N-trimethyl-benzamide), N(=O)[O-].[Na+] (Sodium nitrite), [I-].[K+] (Potassium iodide). Run in O (water), ClCCl (dichloromethane), Cl (hydrochloric acid), O (water). Conditions: temperature 0 celsius. The product is IC1=C(C=C(C(=O)NC)C=C1C)C (4-Iodo-3,5,N-trimethyl-benzamide). As a reaction SMILES: N[C:2]1[C:11]([CH3:12])=[CH:10][C:5]([C:6]([NH:8][CH3:9])=[O:7])=[CH:4][C:3]=1[CH3:13].N([O-])=O.[Na+].[I-:18].[K+]>Cl.O.ClCCl>[I:18][C:2]1[C:11]([CH3:12])=[CH:10][C:5]([C:6]([NH:8][CH3:9])=[O:7])=[CH:4][C:3]=1[CH3:13] |f:1.2,3.4|. Procedure: 4-Amino-3,5,N-trimethyl-benzamide (850 mg, 4.77 mmol) is suspended in hydrochloric acid (37%, 2 mL), stirred until completely dissolved then cooled to 0° C. Sodium nitrite (494 mg, 7.15 mmol) in water (0.5 mL) is added and the mixture stirred for 1 hour at 0° C. Potassium iodide (2.38 g, 14.31 mmol) in 1.5 mL water is added and the mixture stirred for 15 minutes. The mixture is diluted with dichloromethane then washed with 10% aqueous sodium thosulfate solution, dried and the solvent removed und... The reactants are COc1cc(C(=O)C(=Cc2c[nH]c3cc(NC(C)=O)ccc23)SCC(O)CO)cc(OC)c1OC, CI, CN(C)C=O, [H-], [Na+], C1CCOC1. Product: COc1cc(C(=O)C(=Cc2cn(C)c3cc(NC(C)=O)ccc23)SCC(O)CO)cc(OC)c1OC. As a reaction SMILES: [C:1]([CH3:2])(=[O:3])[NH:4][c:5]1[cH:6][cH:7][c:8]2[c:9]([CH:14]=[C:15]([C:16](=[O:17])[c:18]3[cH:19][c:20]([O:28][CH3:29])[c:21]([O:26][CH3:27])[c:22]([O:24][CH3:25])[cH:23]3)[S:30][CH2:31][CH:32]([CH2:33][OH:34])[OH:35])[cH:10][nH:11][c:12]2[cH:13]1.[CH3:36][I:37].[CH3:40][N:41]([CH3:42])[CH:43]=[O:44].[H-:38].[Na+:39].[O:45]1[CH2:46][CH2:47][CH2:48][CH2:49]1>>[C:1]([CH3:2])(=[O:3])[NH:4][c:5]1[cH:6][cH:7][c:8]2[c:9]([CH:14]=[C:15]([C:16](=[O:17])[c:18]3[cH:19][c:20]([O:28][CH3:29])[c:21]([O:26][CH3:27])[c:22]([O:24][CH3:25])[cH:23]3)[S:30][CH2:31][CH:32]([CH2:33][OH:34])[OH:35])[cH:10][n:11]([CH3:36])[c:12]2[cH:13]1. Procedure details: A mixture of 400 mg of (5,6-dihydro-6-oxo benzo[b]pyrido[3,2-f]-thiepin-8-yl)-acetic acid, 800 mg of hydrazine hydrate and 30 ml of ethanol was refluxed for 3 hours. The solvent was distilled off to obtain a solid substance, to which were added 1 g of sodium hydroxide and 8 ml of diethylene glycol, and the mixture was stirred under a nitrogen atmosphere at 135° C. for 1.5 hours. After cooling, ice water was added to the mixture, and the resulting mixture was acidified with acetic acid and extrac... The product is N1=CC=CC=2CCC3=C(SC21)C=CC(=C3)CC(=O)O ((5,6-dihydro benzo[b]pyrido[3,2-f]thiepin-8-yl)-acetic acid). The solvent is C(COCCO)O (diethylene glycol), C(C)(=O)O (acetic acid). RXN SMILES: O=[C:2]1[CH2:8][C:7]2[CH:9]=[CH:10][CH:11]=[N:12][C:6]=2[S:5][C:4]2[CH:13]=[CH:14][C:15]([CH2:17][C:18]([OH:20])=[O:19])=[CH:16][C:3]1=2.O.NN.C(O)C.[OH-].[Na+]>C(O)(=O)C.C(O)COCCO>[N:12]1[C:6]2[S:5][C:4]3[CH:13]=[CH:14][C:15]([CH2:17][C:18]([OH:20])=[O:19])=[CH:16][C:3]=3[CH2:2][CH2:8][C:7]=2[CH:9]=[CH:10][CH:11]=1 |f:1.2,4.5|. Run at temperature 135 celsius, time 1.5 hour. Yield: 76.2%. The reactants are O=C1C2=C(SC3=C(C1)C=CC=N3)C=CC(=C2)CC(=O)O ((5,6-dihydro-6-oxo benzo[b]pyrido[3,2-f]-thiepin-8-yl)-acetic acid), O.NN (hydrazine hydrate), C(C)O (ethanol), [OH-].[Na+] (sodium hydroxide), ice water. Starting materials: C(C)C=1C(=NC=2N(C1C)C=C(N2)C(N)=S)OC (6-ethyl-7-methoxy-5-methylimidazo[1,2-a]pyrimidine-2-thiocarboxamide), ClCC(C)=O (chloroacetone), ClCC(C)=O (chloroacetone). Run in C(C)O (ethanol). Conditions: time 5 hour. Product: C(C)C=1C(=NC=2N(C1C)C=C(N2)C=2SC=C(N2)C)OC (6-ethyl-7-methoxy-5-methyl-2-(4-methylthiazol-2-yl)-imidazo[1,2-a]pyrimidine). Isolated yield 68.7%. RXN SMILES: [CH2:1]([C:3]1[C:4]([O:16][CH3:17])=[N:5][C:6]2[N:7]([CH:10]=[C:11]([C:13](=[S:15])[NH2:14])[N:12]=2)[C:8]=1[CH3:9])[CH3:2].Cl[CH2:19][C:20](=O)[CH3:21]>C(O)C>[CH2:1]([C:3]1[C:4]([O:16][CH3:17])=[N:5][C:6]2[N:7]([CH:10]=[C:11]([C:13]3[S:15][CH:19]=[C:20]([CH3:21])[N:14]=3)[N:12]=2)[C:8]=1[CH3:9])[CH3:2]. Procedure: A mixture of 4.30 g (0.017 mol) of 6-ethyl-7-methoxy-5-methylimidazo[1,2-a]pyrimidine-2-thiocarboxamide and 3.18 g (0.0344 mol; 2 eq) of chloroacetone in 300 ml of ethanol was heated under reflux. After 5 hours, 3.18 g of more chloroacetone were added. After 29 hours, the solvent was evaporated, and the residue was dissolved in 2000 ml of water. The solution was made alkaline with concentrated ammonia and was extracted 3 times with chloroform. The chloroform extracts were dried over MgSO4, filte...